This data is from the Open Reaction Database (ORD), a public repository of structured organic reaction records. The task is: describe an organic reaction: reactants, conditions, products, and yield Reported procedure: 4-{4-(2-Aminoethyl)phenyl}-2-thiazolamine: A solution of N-{2-{4-(2-bromoacetyl)phenyl}ethyl}-2,2,2-trifluoroacetamide (5.55 g, 16.4 mmol), prepared in Example 1(b), and thiourea (1.25 g, 16.4 mmol) in isopropanol (60 mL) was heated at reflux for 1 h. The reaction mixture was concentrated under reduced pressure to give crude N-{2-{4-(2-amino-4-thiazolyl)phenyl}ethyl}-2,2,2-trifluoroacetamide hydrobromide (6.51 g, ~100% yield). A solution of the crude hydrobromide and aqueous 4N NaOH (14.3 mL, 57... Run in CO (MeOH), O (H2O), O (H2O). Starting materials: Br.NC=1SC=C(N1)C1=CC=C(C=C1)CCNC(C(F)(F)F)=O (N-{2-{4-(2-amino-4-thiazolyl)phenyl}ethyl}-2,2,2-trifluoroacetamide hydrobromide), [OH-].[Na+] (NaOH). The yield is 92.0%. RXN SMILES: Br.[NH2:2][C:3]1[S:4][CH:5]=[C:6]([C:8]2[CH:13]=[CH:12][C:11]([CH2:14][CH2:15][NH:16]C(=O)C(F)(F)F)=[CH:10][CH:9]=2)[N:7]=1.[OH-].[Na+]>CO.O>[NH2:16][CH2:15][CH2:14][C:11]1[CH:10]=[CH:9][C:8]([C:6]2[N:7]=[C:3]([NH2:2])[S:4][CH:5]=2)=[CH:13][CH:12]=1 |f:0.1,2.3|. Yields the product NCCC1=CC=C(C=C1)C=1N=C(SC1)N (4-{4-(2-aminoethyl)phenyl}-2-thiazolamine). The reactants are C(C)(C)(C)OC(N(C)CCOC=1C(=NC(=NC1N1CCOCC1)Cl)Cl)=O ([2-(2,4-dichloro-6-morpholin-4-yl-pyrimidin-5-yloxy)-ethyl]-methyl-carbamic acid tert-butyl ester), Cl (HCl). Solvent: CO (methanol). Reaction conditions: time 1.5 hour. The product is ClC=1N=C(C=2OCCN(C2N1)C)N1CCOCC1 (2-Chloro-8-methyl-4-morpholin-4-yl-7,8-dihydro-6H-pyrimido[5,4-b][1,4]oxazine). Isolated yield 90.6%. Reaction SMILES: C(O[C:6](=O)[N:7]([CH2:9][CH2:10][O:11][C:12]1[C:13](Cl)=[N:14][C:15]([Cl:24])=[N:16][C:17]=1[N:18]1[CH2:23][CH2:22][O:21][CH2:20][CH2:19]1)C)(C)(C)C.Cl>CO>[Cl:24][C:15]1[N:16]=[C:17]([N:18]2[CH2:23][CH2:22][O:21][CH2:20][CH2:19]2)[C:12]2[O:11][CH2:10][CH2:9][N:7]([CH3:6])[C:13]=2[N:14]=1. Reported procedure: A mixture of [2-(2,4-dichloro-6-morpholin-4-yl-pyrimidin-5-yloxy)-ethyl]-methyl-carbamic acid tert-butyl ester (1.50 mmol) and 4M HCl in methanol (10 mL) was stirred at RT for 1.5 hours then concentrated in vacuo and azeotroped with ethanol. The resultant residue was dissolved in methanol (10 mL) then treated with triethylamine (3.0 mL) and the mixture stirred at RT for 30 minutes before being concentrated in vacuo. The resulting residue was purified by column chromatography (SiO2, gradient 0-50... Starting materials: Cl (HCl), Cl.NC1CCC(CC1)(C(=O)O)O (4-amino-1-hydroxycyclohexanecarboxylic acid hydrochloride), C([O-])([O-])=O.[K+].[K+] (potassium carbonate), ClC1=NC=C(C(=C1)Cl)[N+](=O)[O-] (2,4-dichloro-5-nitropyridine). Run in O (water), O1CCOCC1 (dioxane). Conditions: temperature 60 celsius, time 24 hour. Yields the product ClC1=NC=C(C(=C1)NC1CCC(CC1)(C(=O)O)O)[N+](=O)[O-] (4-(2-chloro-5-nitropyridin-4-ylamino)-1-hydroxycyclohexanecarboxylic acid). Yield: 62.0%. RXN SMILES: Cl.[NH2:2][CH:3]1[CH2:8][CH2:7][C:6]([OH:12])([C:9]([OH:11])=[O:10])[CH2:5][CH2:4]1.C(=O)([O-])[O-].[K+].[K+].[Cl:19][C:20]1[CH:25]=[C:24](Cl)[C:23]([N+:27]([O-:29])=[O:28])=[CH:22][N:21]=1.Cl>O1CCOCC1.O>[Cl:19][C:20]1[CH:25]=[C:24]([NH:2][CH:3]2[CH2:8][CH2:7][C:6]([OH:12])([C:9]([OH:11])=[O:10])[CH2:5][CH2:4]2)[C:23]([N+:27]([O-:29])=[O:28])=[CH:22][N:21]=1 |f:0.1,2.3.4|. Procedure details: A 100 mL round bottom flask was charged with 4-amino-1-hydroxycyclohexanecarboxylic acid hydrochloride (0.28 g, 1.431 mmol), potassium carbonate (0.435 g, 3.15 mmol) and water (1.908 mL). To the mixture was added 2,4-dichloro-5-nitropyridine (0.276 g, 1.431 mmol) as a solution in dioxane (0.954 mL). After the resulting mixture was stirred at 60° C. for 24 hours, it was cooled to RT and treated with 2N aqueous HCl to bring the pH to about 4-5. The aqueous layer was extracted with DCM (3×40 mL). T... The reactants are lower alkanol, C1NCCC2=CC=CC=C12 (tetrahydroisoquinoline), C(=O)(O)C1N(CC2=CC(=C(C=C2C1)OC)OC)C (3-carboxy-6,7-dimethoxy-N-methyl-1,2,3,4-tetrahydroisoquinoline). Product: tetrahydroisoquinoline ester, C(=O)(OCC)C1N(CC2=CC(=C(C=C2C1)OC)OC)C (3-carboethoxy-6,7-dimethoxy-N-methyl-1,2,3,4-tetrahydroisoquinoline). Reaction SMILES: [CH2:1]1[C:10]2C(=CC=CC=2)CCN1.[C:11]([CH:14]1[CH2:23][C:22]2[C:17](=[CH:18][C:19]([O:26][CH3:27])=[C:20]([O:24][CH3:25])[CH:21]=2)[CH2:16][N:15]1[CH3:28])([OH:13])=[O:12]>>[C:11]([CH:14]1[CH2:23][C:22]2[C:17](=[CH:18][C:19]([O:26][CH3:27])=[C:20]([O:24][CH3:25])[CH:21]=2)[CH2:16][N:15]1[CH3:28])([O:13][CH2:1][CH3:10])=[O:12]. Procedure details: The resulting tetrahydroisoquinoline derivative of formula 30 is then esterified with a suitable lower alkanol by standard means to produce a tetrahydroisoquinoline ester of formula 31 (step 2). For example, 3-carboxy-6,7-dimethoxy-N-methyl-1,2,3,4-tetrahydroisoquinoline (30) is treated with HCl in EtOH to produce 3-carboethoxy-6,7-dimethoxy-N-methyl-1,2,3,4-tetrahydroisoquinoline (31).